describe an organic reaction: reactants, conditions, products, and yield From a dataset of the Open Reaction Database (ORD), a public repository of structured organic reaction records. Starting materials: ClC=1C=C(C(=O)O)C=CC1C(NC1=CC(=C(C=C1)Cl)C1=NC=CC=C1)=O (3-chloro-4-(4-chloro-3-(pyridin-2-yl)phenylcarbamoyl)benzoic acid), COCCN (2-methoxyethanamine). Product: ClC1=C(C(=O)NC2=CC(=C(C=C2)Cl)C2=NC=CC=C2)C=CC(=C1)C(=O)NCCOC (2-chloro-N1-(4-chloro-3-(pyridin-2-yl)phenyl)-N4-(2-methoxyethyl)terephthalamide). Reaction SMILES: [Cl:1][C:2]1[CH:3]=[C:4]([CH:8]=[CH:9][C:10]=1[C:11](=[O:26])[NH:12][C:13]1[CH:18]=[CH:17][C:16]([Cl:19])=[C:15]([C:20]2[CH:25]=[CH:24][CH:23]=[CH:22][N:21]=2)[CH:14]=1)[C:5](O)=[O:6].[CH3:27][O:28][CH2:29][CH2:30][NH2:31]>>[Cl:1][C:2]1[CH:3]=[C:4]([C:5]([NH:31][CH2:30][CH2:29][O:28][CH3:27])=[O:6])[CH:8]=[CH:9][C:10]=1[C:11]([NH:12][C:13]1[CH:18]=[CH:17][C:16]([Cl:19])=[C:15]([C:20]2[CH:25]=[CH:24][CH:23]=[CH:22][N:21]=2)[CH:14]=1)=[O:26]. Procedure details: 75 mg of 3-chloro-4-(4-chloro-3-(pyridin-2-yl)phenylcarbamoyl)benzoic acid was coupled to 2-methoxyethanamine via Procedure G. The product was purified on reverse phase HPLC to yield 2-chloro-N1-(4-chloro-3-(pyridin-2-yl)phenyl)-N4-(2-methoxyethyl)terephthalamide. MS (Q1) 444 (M)+. Starting materials: C(C)(=O)OCC (ethyl acetate), COC1=C(C=CC(=C1)OC)B(O)O (2,4-dimethoxyphenylboronic acid), BrC1=C(C(=O)OC)C=C(C=C1)[N+](=O)[O-] (methyl 2-bromo-5-nitrobenzoate), C([O-])([O-])=O.[Cs+].[Cs+] (cesium carbonate). Reagents/catalysts: C1([P]([Pd][P](C2=CC=CC=C2)(C3=CC=CC=C3)C4=CC=CC=C4)(C5=CC=CC=C5)C6=CC=CC=C6)=CC=CC=C1 (bis(triphenylphosphine)palladium). Run in O (water), C(C)OCC (diethylether), CN(C=O)C (N,N-dimethylformamide). Run at temperature 80 celsius, time 8 hour. Yields the product COC1=C(C=CC(=C1)OC)C1=C(C(=O)OC)C=C(C=C1)[N+](=O)[O-] (Methyl 2-(2,4-dimethoxyphenyl)-5-nitrobenzoate). RXN SMILES: [CH3:1][O:2][C:3]1[CH:8]=[C:7]([O:9][CH3:10])[CH:6]=[CH:5][C:4]=1B(O)O.Br[C:15]1[CH:24]=[CH:23][C:22]([N+:25]([O-:27])=[O:26])=[CH:21][C:16]=1[C:17]([O:19][CH3:20])=[O:18].C(=O)([O-])[O-].[Cs+].[Cs+].C(OCC)(=O)C>CN(C)C=O.C1(C=CC=CC=1)[P](C1C=CC=CC=1)(C1C=CC=CC=1)[Pd][P](C1C=CC=CC=1)(C1C=CC=CC=1)C1C=CC=CC=1.O.C(OCC)C>[CH3:1][O:2][C:3]1[CH:8]=[C:7]([O:9][CH3:10])[CH:6]=[CH:5][C:4]=1[C:15]1[CH:24]=[CH:23][C:22]([N+:25]([O-:27])=[O:26])=[CH:21][C:16]=1[C:17]([O:19][CH3:20])=[O:18] |f:2.3.4,^1:50,64|. Procedure: A mixture of 2,4-dimethoxyphenylboronic acid (25.0 g, 137 mmol), methyl 2-bromo-5-nitrobenzoate (35.7 g, 137 mmol), cesium carbonate (89.4 g, 274 mmol) and bis(triphenylphosphine)palladium (II) dichloride (4.81 g, 6.85 mmol) was suspended in N,N-dimethylformamide (450 mL), and then the suspension was stirred under argon atmosphere at 80° C. overnight. After cooling down, ethyl acetate (200 mL), diethylether (400 mL) and water (1000 mL) were added thereto and the mixture was separated into a wate... Starting materials: [S-2].[Na+].[Na+] (sodium sulphide), COC(CN(C(C(CSC(C)=O)CC1=CC=CC=C1)=O)C1=C(C=CC=C1)F)=O (N-(S-acetyl-2'-benzyl-3'-mercaptopropionyl)-2-fluorophenylglycine methyl ester), Cl (HCl). Solvent: O (water), CO (methanol). Reaction conditions: time 60 minute. Product: C(C1=CC=CC=C1)C(C(=O)N(CC(=O)O)C1=C(C=CC=C1)F)CS (N-[2'-Benzyl-3'-mercaptopropionyl]-2-fluorophenylglycine). As a reaction SMILES: C[O:2][C:3](=[O:28])[CH2:4][N:5]([C:21]1[CH:26]=[CH:25][CH:24]=[CH:23][C:22]=1[F:27])[C:6](=[O:20])[CH:7]([CH2:13][C:14]1[CH:19]=[CH:18][CH:17]=[CH:16][CH:15]=1)[CH2:8][S:9]C(=O)C.[S-2].[Na+].[Na+].Cl>CO.O>[CH2:13]([CH:7]([CH2:8][SH:9])[C:6]([N:5]([C:21]1[CH:26]=[CH:25][CH:24]=[CH:23][C:22]=1[F:27])[CH2:4][C:3]([OH:28])=[O:2])=[O:20])[C:14]1[CH:15]=[CH:16][CH:17]=[CH:18][CH:19]=1 |f:1.2.3|. Procedure: A solution of the N-(S-acetyl-2'-benzyl-3'-mercaptopropionyl)-2-fluorophenylglycine methyl ester of Example 19b (0.2 mmol) in methanol (2 ml) was degassed with argon for 20 minutes then treated with a solution of sodium sulphide (1 mmol) in degassed water (2 ml). After 30-90 minutes, 0.25M aq. HCl (20 ml) was introduced and the mixture extracted with ethyl acetate (3×20 ml). The dried (MgSO4) organic phases were evaporated to give the title compound as a clear oil, an approximately equimolar mix... Starting materials: COC(=O)[C@H]1CN(C)[C@@H]2CC3=CNC4=CC=CC(C2=C1)=C34 (lysergic acid methyl ester), C[Si](Br)(C)C (trimethylbromosilane). Product: COC(=O)[C@H]1CN(C)[C@@H]2CC3=C(NC4=CC=CC(C2=C1)=C34)Br (2-bromolysergic acid methyl ester). As a reaction SMILES: [CH3:1][O:2][C:3]([C@@H:5]1[CH:20]=[C:19]2[C@@H:9]([CH2:10][C:11]3[C:21]4[C:14](=[CH:15][CH:16]=[CH:17][C:18]2=4)[NH:13][CH:12]=3)[N:7]([CH3:8])[CH2:6]1)=[O:4].C[Si](C)(C)[Br:24]>>[CH3:1][O:2][C:3]([C@@H:5]1[CH:20]=[C:19]2[C@@H:9]([CH2:10][C:11]3[C:21]4[C:14](=[CH:15][CH:16]=[CH:17][C:18]2=4)[NH:13][C:12]=3[Br:24])[N:7]([CH3:8])[CH2:6]1)=[O:4]. Procedure details: Following the process of Example 25, 1 g of lysergic acid methyl ester is reacted with 2.7 ml of trimethylbromosilane and the product is purified by chromatography on a Kieselgel column by using a 7:3 mixture of benzene and acetone as eluant. After recrystallization from benzene, the title compound is obtained in a yield of 0.7 g (0.0019 mole, 55%), m.p.: 177°-178° C., [α]D20 =+41° (c=1, chloroform). Reactants: C(=O)(OC(C)(C)C)N1CCN(CC1)C1=CC=C([O-])C=C1.[Na+] (Sodium 4-(1-BOC-piperazin-4-yl)phenoxide), BrCC1=CC=C(C(=O)OC)C=C1 (methyl 4-bromomethylbenzoate). The solvent is CC(=O)C (acetone). Run at temperature 60 celsius. The product is C(=O)(OC(C)(C)C)N1CCN(CC1)C1=CC=C(OCC2=CC=C(C(=O)OC)C=C2)C=C1 (methyl 4-[4-(1-BOC-piperazin-4-yl)phenoxymethyl]benzoate). RXN SMILES: [C:1]([N:8]1[CH2:13][CH2:12][N:11]([C:14]2[CH:20]=[CH:19][C:17]([O-:18])=[CH:16][CH:15]=2)[CH2:10][CH2:9]1)([O:3][C:4]([CH3:7])([CH3:6])[CH3:5])=[O:2].[Na+].Br[CH2:23][C:24]1[CH:33]=[CH:32][C:27]([C:28]([O:30][CH3:31])=[O:29])=[CH:26][CH:25]=1>CC(C)=O>[C:1]([N:8]1[CH2:13][CH2:12][N:11]([C:14]2[CH:15]=[CH:16][C:17]([O:18][CH2:23][C:24]3[CH:33]=[CH:32][C:27]([C:28]([O:30][CH3:31])=[O:29])=[CH:26][CH:25]=3)=[CH:19][CH:20]=2)[CH2:10][CH2:9]1)([O:3][C:4]([CH3:7])([CH3:6])[CH3:5])=[O:2] |f:0.1|. Reported procedure: Sodium 4-(1-BOC-piperazin-4-yl)phenoxide (1 equivalent) and methyl 4-bromomethylbenzoate (1 equivalent) were combined in dry acetone and heated to reflux at 60° C. for 18 hours. The slurry was filtered and the filtrate was then concentrated to provide the crude methyl 4-[4-(1-BOC-piperazin-4-yl)phenoxymethyl]benzoate, that was used without purification. Starting materials: CC(Cl)c1cccnc1, c1ccc(-c2ccnc(N3CCNCC3)n2)cc1. Reagents/catalysts: O=C([O-])[O-].[Cs+].[Cs+] (cesium carbonate), [I-].[K+] (potassium iodide). The solvent is CN(C)C=O (DMF), CN(C)C=O (dmf), CN(C)C=O (DMF). Conditions: temperature 70 celsius, time 16 hour. Product: CC(c1cccnc1)N1CCN(c2nccc(-c3ccccc3)n2)CC1. Reactants: C(CCC)[Sn](C1=CC=CC=C1)(CCCC)CCCC (tributylphenyl stannane), tetrakis (triphenylphosphine)palladium(0), ClC1=NSN=C1Cl (3,4-dichloro-1,2,5-thiadiazole). The reagents and catalysts are C=1C=CC(=CC1)[P](C=2C=CC=CC2)(C=3C=CC=CC3)[Pd]([P](C=4C=CC=CC4)(C=5C=CC=CC5)C=6C=CC=CC6)([P](C=7C=CC=CC7)(C=8C=CC=CC8)C=9C=CC=CC9)[P](C=1C=CC=CC1)(C=1C=CC=CC1)C=1C=CC=CC1 (tetrakis(triphenylphosphine)palladium(0)). The solvent is C1(=CC=CC=C1)C (toluene). Reaction conditions: time 8 hour. The product is ClC1=NSN=C1C1=CC=CC=C1 (3-Chloro-4-phenyl-1,2,5-thiadiazole). Isolated yield 48.0%. RXN SMILES: C([Sn](CCCC)(CCCC)[C:6]1[CH:11]=[CH:10][CH:9]=[CH:8][CH:7]=1)CCC.[Cl:20][C:21]1[C:25](Cl)=[N:24][S:23][N:22]=1>C1(C)C=CC=CC=1.C1C=CC([P]([Pd]([P](C2C=CC=CC=2)(C2C=CC=CC=2)C2C=CC=CC=2)([P](C2C=CC=CC=2)(C2C=CC=CC=2)C2C=CC=CC=2)[P](C2C=CC=CC=2)(C2C=CC=CC=2)C2C=CC=CC=2)(C2C=CC=CC=2)C2C=CC=CC=2)=CC=1>[Cl:20][C:21]1[C:25]([C:6]2[CH:7]=[CH:8][CH:9]=[CH:10][CH:11]=2)=[N:24][S:23][N:22]=1 |^1:37,39,58,77|. Procedure: 1.9 g (0.00517 mol) of tributylphenyl stannane and 0.29 g (0.00025 mol) of tetrakis (triphenylphosphine)palladium(0) were added to a solution of 0.775 g (0.005 mol) of 3,4-dichloro-1,2,5-thiadiazole in 10 mL of toluene under nitrogen and heated at reflux. After 8 h, 0.145 g (1.25×10−4 mol) of tetrakis(triphenylphosphine)palladium(0) were added. After 24 h of reflux, 48% of product formed by quantitative HPLC (versus a reference prepared as reported by L. Weinstock et al., J. Org. Chem., vol. 32,...